This data is from the Open Reaction Database (ORD), a public repository of structured organic reaction records. The task is: describe an organic reaction: reactants, conditions, products, and yield As a reaction SMILES: CS[C:3]([N:7]1[N:11]=[CH:10][C:9]2([CH2:15][CH2:14][CH2:13][CH2:12]2)[CH2:8]1)=[N:4][CH2:5][CH3:6].[C:16]([NH:19][C:20]1[CH:25]=[CH:24][C:23]([S:26]([NH2:29])(=[O:28])=[O:27])=[CH:22][CH:21]=1)(=[O:18])[CH3:17]>C(#N)C>[CH2:8]1[C:9]2([CH2:12][CH2:13][CH2:14][CH2:15]2)[CH:10]=[N:11][N:7]1[C:3](=[N:29][S:26]([C:23]1[CH:22]=[CH:21][C:20]([NH:19][C:16](=[O:18])[CH3:17])=[CH:25][CH:24]=1)(=[O:27])=[O:28])[NH:4][CH2:5][CH3:6]. The reactants are CSC(=NCC)N1CC2(C=N1)CCCC2 (N-Ethyl-2,3-diaza-spiro[4.4]non-3-ene-2-carboximidothioic acid methyl ester), C(C)(=O)NC1=CC=C(C=C1)S(=O)(=O)N (4-acetamidobenzenesulfonamide). The solvent is C(C)#N (acetonitrile). Yield: 0.1%. Procedure details: 157 mg (1 mol equiv.) N-Ethyl-2,3-diaza-spiro[4.4]non-3-ene-2-carboximidothioic acid methyl ester and 157 mg (1.05 mol equiv.) 4-acetamidobenzenesulfonamide were taken up in 5 mL acetonitrile. The reaction mixture was refluxed overnight under magnetic stirring and volatiles were removed in vacuo. The residue was taken up in ethyl acetate and extracted with 2N NaOH. The organic layer was dried over Na2SO4, filtered and evaporated to dryness. Purification by flash chromatography on silica gel (eth... The product is C1N(N=CC12CCCC2)C(NCC)=NS(=O)(=O)C2=CC=C(C=C2)NC(C)=O (N-(4-{[(2,3-diaza-spiro[4.4]non-3-en-2-yl)-ethylamino-methylene]-sulfamoyl}-phenyl)-acetamide).